Task: describe an organic reaction: reactants, conditions, products, and yield. Dataset: the Open Reaction Database (ORD), a public repository of structured organic reaction records The reactants are [BH4-], CO, [Cl-], CC(C)c1onc(-c2c(Cl)cccc2Cl)c1CCC=O, [NH4+], [Na+]. Yields the product CC(C)c1onc(-c2c(Cl)cccc2Cl)c1CCCO. Reaction SMILES: [BH4-:21].[CH3:25][OH:26].[Cl-:23].[Cl:1][c:2]1[c:3](-[c:9]2[n:10][o:11][c:12]([CH:18]([CH3:19])[CH3:20])[c:13]2[CH2:14][CH2:15][CH:16]=[O:17])[c:4]([Cl:8])[cH:5][cH:6][cH:7]1.[NH4+:24].[Na+:22]>>[Cl:1][c:2]1[c:3](-[c:9]2[n:10][o:11][c:12]([CH:18]([CH3:19])[CH3:20])[c:13]2[CH2:14][CH2:15][CH2:16][OH:17])[c:4]([Cl:8])[cH:5][cH:6][cH:7]1.